Dataset: the Open Reaction Database (ORD), a public repository of structured organic reaction records. Task: describe an organic reaction: reactants, conditions, products, and yield The reactants are COc1ccc(C(=O)O)cc1, CCO, COc1ccccc1Oc1ccc2ccc(N)nc2n1, O. Product: COc1ccc(C(=O)Nc2ccc3ccc(Oc4ccccc4OC)nc3n2)cc1. Reaction SMILES: [CH3:1][O:2][c:3]1[cH:4][cH:5][c:6]([C:9]([OH:10])=[O:11])[cH:7][cH:8]1.[CH3:33][CH2:34][OH:35].[NH2:12][c:13]1[n:14][c:15]2[n:16][c:17]([O:23][c:24]3[c:25]([O:30][CH3:31])[cH:26][cH:27][cH:28][cH:29]3)[cH:18][cH:19][c:20]2[cH:21][cH:22]1.[OH2:32]>>[CH3:1][O:2][c:3]1[cH:4][cH:5][c:6]([C:9](=[O:11])[NH:12][c:13]2[n:14][c:15]3[n:16][c:17]([O:23][c:24]4[c:25]([O:30][CH3:31])[cH:26][cH:27][cH:28][cH:29]4)[cH:18][cH:19][c:20]3[cH:21][cH:22]2)[cH:7][cH:8]1. Reactants: solution, C(CCC)[Li] (n-butyllithium), CCCCCC (hexane), CN(C)C=O (DMF), ClC=1N=C(C2=C(N1)N=CS2)N2CCOCC2 (4-(5-chlorothiazolo[4,5-d]pyrimidin-7-yl)morpholine). Run in C1CCOC1 (THF). Run at time 1 hour. The product is ClC=1N=C(C2=C(N1)N=C(S2)C=O)N2CCOCC2 (5-chloro-7-morpholinothiazolo[4,5-d]pyrimidine-2-carbaldehyde). As a reaction SMILES: [Cl:1][C:2]1[N:3]=[C:4]([N:11]2[CH2:16][CH2:15][O:14][CH2:13][CH2:12]2)[C:5]2[S:10][CH:9]=[N:8][C:6]=2[N:7]=1.C([Li])CCC.CCCCCC.CN([CH:31]=[O:32])C>C1COCC1>[Cl:1][C:2]1[N:3]=[C:4]([N:11]2[CH2:12][CH2:13][O:14][CH2:15][CH2:16]2)[C:5]2[S:10][C:9]([CH:31]=[O:32])=[N:8][C:6]=2[N:7]=1. Procedure: To a suspension of 4-(5-chlorothiazolo[4,5-d]pyrimidin-7-yl)morpholine 16 (1.75 g, 6.85 mmol) in dry THF (40 mL) at −78° C. was added a 2.5M solution of n-butyllithium (nBuLi) in hexane (3.3 mL, 1.2 eq.). After stirring for 1 h, dry DMF (796 μL, 1.5 eq.) was added. The reaction mixture was stirred for 1 h at −78° C. and then warmed slowly to room temperature. After a further 2 h at room temperature the reaction mixture poured onto ice/water yielding a yellow precipitate. This was collected by fi... Reactants: solid, C(C(=O)[O-])C(=O)[O-] (sodium malonate dibasic monohydrate), O.O.N[C@@H](CCC(=O)[O-])C(=O)[O-].[Zn+2] (Zinc L-Glutamate Dihydrate), solid, [Cl-].[Zn+2].[Cl-] (zinc chloride), C(CC(=O)[O-])(=O)[O-].[Na+].[Na+] (sodium malonate). The solvent is O (water). Yields the product O.O.C(CC(=O)[O-])(=O)[O-].[Zn+2] (Zinc Malonate Dihydrate). Reaction SMILES: O.O.N[C@H](C([O-])=O)CCC([O-])=[O:8].[Zn+2:13].C([O-])(=O)CC([O-])=[O:17].[Na+].[Na+].[CH2:23]([C:27]([O-:29])=[O:28])[C:24]([O-:26])=[O:25].[Cl-].[Zn+2].[Cl-]>O>[OH2:8].[OH2:17].[C:27]([O-:29])(=[O:28])[CH2:23][C:24]([O-:26])=[O:25].[Zn+2:13] |f:0.1.2.3,4.5.6,8.9.10,12.13.14.15|. Reported procedure: Basically the reaction conditions found for preparation of zinc L-glutamate (Example 13) was employed. A suspension of sodium malonate (white coloured) is prepared by adding 100 mL of millipore water to 16.605 g (0.1 moles) of solid sodium malonate dibasic monohydrate (SIGMA M1875-100G, MW 166.05, CAS 26522-85-0) in a 250 mL beaker. To this suspension was added 13.628 g (0.1 moles) of solid zinc chloride (FLUKA, 96469, MW 136.3, CAS 7646-85-7). Subsequent manufacturing steps were as described in... Starting materials: OC=1C=C(C(=O)O)C=CC1 (3-Hydroxybenzoic acid), ArH, ArH, C1(CCCCC1)N=C=NC1CCCCC1 (dicyclohexylcarbodiimide), NCCCNCCCCNCCCN (spermine). Solvent: ClCCl (dichloromethane). Run at time 17 hour. The product is OC=1C=C(C(=O)NCCCNCCCCNCCCN)C=CC1 (N-(3-Hydroxybenzoyl)-spermine). RXN SMILES: [OH:1][C:2]1[CH:3]=[C:4]([CH:8]=[CH:9][CH:10]=1)[C:5]([OH:7])=O.C1(N=C=NC2CCCCC2)CCCCC1.[NH2:26][CH2:27][CH2:28][CH2:29][NH:30][CH2:31][CH2:32][CH2:33][CH2:34][NH:35][CH2:36][CH2:37][CH2:38][NH2:39]>ClCCl>[OH:1][C:2]1[CH:3]=[C:4]([CH:8]=[CH:9][CH:10]=1)[C:5]([NH:39][CH2:38][CH2:37][CH2:36][NH:35][CH2:34][CH2:33][CH2:32][CH2:31][NH:30][CH2:29][CH2:28][CH2:27][NH2:26])=[O:7]. Reported procedure: According to the General Procedure using 3-Hydroxybenzoic acid (138 mg, 1.00 mMol), dicyclohexylcarbodiimide (226 mg, 1.10 mMol), and spermine (400 mg, 1.98 mMol) in dichloromethane (6 ml), activation during 3 h and coupling over 17 h. The product was eluted over silica gel with dichloromethane/methanol/0.880 ammonia solution (4:2:1). The desired amide was in fractions 8-13 was homogeneous when monitored by tlc on silica (CH2Cl2 /MeOH/NH4OH, 4:2:1), Rf =0.29, (76 mg, 24%), lyophilisation gave 52... Starting materials: CI, CC(C)(C)OC(=O)NC1CCCNC1=O. Yields the product CN1CCCC(NC(=O)OC(C)(C)C)C1=O. RXN SMILES: [CH3:16][I:17].[O:1]=[C:2]1[NH:3][CH2:4][CH2:5][CH2:6][CH:7]1[NH:8][C:9]([O:10][C:11]([CH3:12])([CH3:13])[CH3:14])=[O:15]>>[O:1]=[C:2]1[N:3]([CH3:16])[CH2:4][CH2:5][CH2:6][CH:7]1[NH:8][C:9]([O:10][C:11]([CH3:12])([CH3:13])[CH3:14])=[O:15].